This data is from the Open Reaction Database (ORD), a public repository of structured organic reaction records. The task is: describe an organic reaction: reactants, conditions, products, and yield The reactants are ClC1=C2C(NC=N1)=NC(=C2)CC (4-chloro-6-ethyl-1H-pyrrolo[2,3-d]pyrimidine), C(C1=CC=CC=C1)Br (benzylbromide), [H-].[Na+] (sodium hydride). The solvent is O1CCCC1 (tetrahydrofuran), O1CCCC1 (THF). Conditions: time 18 hour. Yields the product ClC=1C2=C(N=CN1)N(C(=C2)CC)CC2=CC=CC=C2 (4-chloro-6-ethyl-7-(phenylmethyl)-7H-pyrrolo[2,3-d]pyrimidine). Yield: 43.6%. RXN SMILES: [Cl:1][C:2]1[N:7]=[CH:6][NH:5][C:4]2=[N:8][C:9]([CH2:11][CH3:12])=[CH:10][C:3]=12.[CH2:13](Br)[C:14]1[CH:19]=[CH:18][CH:17]=[CH:16][CH:15]=1.[H-].[Na+]>O1CCCC1>[Cl:1][C:2]1[C:3]2[CH:10]=[C:9]([CH2:11][CH3:12])[N:8]([CH2:13][C:14]3[CH:19]=[CH:18][CH:17]=[CH:16][CH:15]=3)[C:4]=2[N:5]=[CH:6][N:7]=1 |f:2.3|. Procedure details: A solution of 2.35 g (12.9 mmol) of 4-chloro-6-ethyl-1H-pyrrolo[2,3-d]pyrimidine in 60 mL of tetrahydrofuran (THF) was added to a 0° C. slurry of 2.20 g (12.9 mmol) of benzylbromide and 0.31 g (12.9 mmol) of sodium hydride in 20 mL of THF. The reaction was allowed to warm to ambient temperature and stirred for 18 hours. The reaction was quenched by the addition of 20 mL of 2 M sodium hydrogen sulfate and then extracted with 70 mL of ethyl acetate. The organic phase was dried with sodium sulfate ... RXN SMILES: [Cl:28].[ClH:27].[N+:14]([c:15]1[c:16]([N+:17]([O-:18])=[O:19])[c:20]([OH:21])[cH:22][cH:23][cH:24]1)([O-:25])=[O:26].[OH2:29].[OH:1][c:2]1[cH:3][cH:4][c:5]([N+:11]([O-:12])=[O:13])[cH:6][c:7]1[N+:8]([O-:9])=[O:10]>>[OH:1][c:2]1[c:3]([Cl:27])[cH:4][c:5]([N+:11]([O-:12])=[O:13])[cH:6][c:7]1[N+:8]([O-:9])=[O:10]. Reactants: Cl, Cl, O=[N+]([O-])c1cccc(O)c1[N+](=O)[O-], O, O=[N+]([O-])c1ccc(O)c([N+](=O)[O-])c1. Product: O=[N+]([O-])c1cc(Cl)c(O)c([N+](=O)[O-])c1. The reactants are pivalates, C(C)(C)N(CCC(C1=CC=CC=C1)C1=C(C=CC(=C1)CO)O)C(C)C ((±)-2-(3-diisopropylamino-1-phenyl-propyl)-4-hydroxymethylphenol), C(C1=CC=CC=C1)(=O)OC=C (vinyl benzoate), vinyl ester, vinyl ester. The solvent is C(C)(C)(C)OC (tert.-butyl methylether). Product: C(=O)[O-] (formate), C(C)(=O)[O-] (acetate), C(CCC)(=O)[O-] (n-butyrate), vinyl esters. As a reaction SMILES: C(N(C(C)C)CCC(C1C=C(CO)C=CC=1O)C1C=CC=CC=1)(C)C.[C:26]([O:34]C=C)(=[O:33])[C:27]1C=CC=[CH:29][CH:28]=1>C(OC)(C)(C)C>[CH:26]([O-:34])=[O:33].[C:26]([O-:34])(=[O:33])[CH3:27].[C:26]([O-:34])(=[O:33])[CH2:27][CH2:28][CH3:29]. Procedure details: A mixture consisting of Intermediate B (80 mg, 0.23 mmol), vinyl ester (0.4 ml), tert.-butyl methylether (18 ml), and lipase enzyme (1.0 9) was gently shaken at room temperature. Benzylic formate, acetate, and n-butyrate were prepared from the corresponding vinyl ester donors using SAM I lipase (Amano Pharmaceutical Co.). Benzoylation was achieved with vinyl benzoate in the presence of Lipozym IM 20 (Novo Nordisk), whereas pivalates and isobutyrates were obtained from the corresponding vinyl est... Reactants: COC(=O)C=1SC(=C(C1)Br)[N+](=O)[O-] (4-bromo-5-nitrothiophene-2-carboxylic acid methyl ester), BrC=1C=C(C=CC1F)S(=O)(=O)Cl (3-Bromo-4-fluoro-benzenesulfonyl chloride), C[O-].[Na+] (sodium methoxide), CO (methanol), S(=O)([O-])[O-].[Na+].[Na+] (sodium sulfite), C([O-])(O)=O.[Na+] (sodium bicarbonate), CCOC(=O)C (EtOAc). The solvent is CN(C)C=O (DMF), CN(C)C=O (DMF), C(C)(=O)O (Acetic acid), O (water), O (water). Conditions: temperature -78 celsius, time 16 hour. The product is COC(=O)C=1SC(=C(C1)S(=O)(=O)C1=CC(=C(C=C1)F)Br)SC (4-(3-Bromo-4-fluoro-benzenesulfonyl)-5-methylsulfanyl-thiophene-2-carboxylic acid methyl ester). The yield is 17.0%. RXN SMILES: [Br:1][C:2]1[CH:3]=[C:4]([S:9](Cl)(=[O:11])=[O:10])[CH:5]=[CH:6][C:7]=1[F:8].C(=O)(O)[O-].[Na+].[S:18]([O-])([O-])=O.[Na+].[Na+].COC([C:28]1[S:29][C:30]([N+]([O-])=O)=[C:31](Br)[CH:32]=1)=O.C[O-].[Na+].CO.C[CH2:43][O:44][C:45]([CH3:47])=[O:46]>O.CN(C=O)C.C(O)(=O)C>[CH3:43][O:44][C:45]([C:47]1[S:18][C:28]([S:29][CH3:30])=[C:32]([S:9]([C:4]2[CH:5]=[CH:6][C:7]([F:8])=[C:2]([Br:1])[CH:3]=2)(=[O:11])=[O:10])[CH:31]=1)=[O:46] |f:1.2,3.4.5,7.8|. Reported procedure: 3-Bromo-4-fluoro-benzenesulfonyl chloride ((Example 319: part b) 1.9 g, 6.83 mmol) and sodium bicarbonate (1.15 g, 13.66 mmol) was suspended in 16 mL of water at 70° C. A solution of sodium sulfite (1.64 g, 13 mmol) in 15 mL of water was added in 3 portions over 3 h. The mixture was stirred for 16 h, and the solvent was removed in vacuo. DMF (15 mL) was added, the mixture was stirred for 15 min, and the inorganic salts were then allowed to settle. The DMF was removed via syringe, the salts were ... Reactants: CC(=O)O, CO, Cc1c(F)cc(C(=O)NC2CC2)cc1-c1ccc2c(=O)n(CC(C)(C)CO)cc(S(=O)(=O)N3CCN4C(=O)OCC4C3)c2c1, [Na+], [OH-]. The product is Cc1c(F)cc(C(=O)NC2CC2)cc1-c1ccc2c(=O)n(CC(C)(C)CO)cc(S(=O)(=O)N3CCNC(CO)C3)c2c1. RXN SMILES: [CH3:47][C:48](=[O:49])[OH:50].[CH3:51][OH:52].[CH:3]1([NH:6][C:7]([c:8]2[cH:9][c:10]([F:45])[c:11]([CH3:44])[c:12](-[c:14]3[cH:15][c:16]4[c:17]([S:31](=[O:32])(=[O:33])[N:34]5[CH2:35][CH:36]6[N:37]([CH2:38][CH2:39]5)[C:40](=[O:43])[O:41][CH2:42]6)[cH:18][n:19]([CH2:25][C:26]([CH2:27][OH:28])([CH3:29])[CH3:30])[c:20](=[O:24])[c:21]4[cH:22][cH:23]3)[cH:13]2)=[O:46])[CH2:4][CH2:5]1.[Na+:2].[OH-:1]>>[CH:3]1([NH:6][C:7]([c:8]2[cH:9][c:10]([F:45])[c:11]([CH3:44])[c:12](-[c:14]3[cH:15][c:16]4[c:17]([S:31](=[O:32])(=[O:33])[N:34]5[CH2:35][CH:36]([CH2:42][OH:41])[NH:37][CH2:38][CH2:39]5)[cH:18][n:19]([CH2:25][C:26]([CH2:27][OH:28])([CH3:29])[CH3:30])[c:20](=[O:24])[c:21]4[cH:22][cH:23]3)[cH:13]2)=[O:46])[CH2:4][CH2:5]1. The reactants are BrC1(C2=CC=CC=C2C=2C=CC=CC12)C1=CC=CC=C1 (9-bromo-9-phenyl-9H-fluorene), COC([C@@H](NC(=O)OCC1C2=CC=CC=C2C=2C=CC=CC12)CO)=O (Nα -(9-fluorenylmethoxycarbonyl)-L-serine methyl ester), C([O-])([O-])=O.[K+].[K+] (potassium carbonate), [I-].[K+] (potassium iodide). The solvent is C(C)#N (acetonitrile). Conditions: temperature 40 celsius, time 2 hour. Product: COC([C@@H](NC(=O)OCC1C2=CC=CC=C2C=2C=CC=CC12)COC1(C2=CC=CC=C2C=2C=CC=CC12)C1=CC=CC=C1)=O (Nα -(9-fluorenylmethoxycarbonyl)-O-(9-phenyl-9H-fluoren-9-yl)-L-serine methyl ester). Reaction SMILES: [CH3:1][O:2][C:3](=[O:25])[C@H:4]([CH2:23][OH:24])[NH:5][C:6]([O:8][CH2:9][CH:10]1[C:22]2[CH:21]=[CH:20][CH:19]=[CH:18][C:17]=2[C:16]2[C:11]1=[CH:12][CH:13]=[CH:14][CH:15]=2)=[O:7].C(=O)([O-])[O-].[K+].[K+].[I-].[K+].Br[C:35]1([C:48]2[CH:53]=[CH:52][CH:51]=[CH:50][CH:49]=2)[C:47]2[CH:46]=[CH:45][CH:44]=[CH:43][C:42]=2[C:41]2[C:36]1=[CH:37][CH:38]=[CH:39][CH:40]=2>C(#N)C>[CH3:1][O:2][C:3](=[O:25])[C@H:4]([CH2:23][O:24][C:35]1([C:48]2[CH:53]=[CH:52][CH:51]=[CH:50][CH:49]=2)[C:47]2[CH:46]=[CH:45][CH:44]=[CH:43][C:42]=2[C:41]2[C:36]1=[CH:37][CH:38]=[CH:39][CH:40]=2)[NH:5][C:6]([O:8][CH2:9][CH:10]1[C:11]2[CH:12]=[CH:13][CH:14]=[CH:15][C:16]=2[C:17]2[C:22]1=[CH:21][CH:20]=[CH:19][CH:18]=2)=[O:7] |f:1.2.3,4.5|. Procedure: To a mixture of 0.17 g (0.5 mmol) Nα -(9-fluorenylmethoxycarbonyl)-L-serine methyl ester, 0.043 g (0.6 mmol) potassium carbonate and 0.083 g (0.5 mmol) potassium iodide in acetonitrile (2 mL) was added 0.16 g (0.5 mmol) of 9-bromo-9-phenyl-9H-fluorene (Aldrich), and the mixture stirred at 40° C. for 2 h. Filtration and removal of the solvent under vacuo gave the crude Nα -(9-fluorenylmethoxycarbonyl)-O-(9-phenyl-9H-fluoren-9-yl)-L-serine methyl ester which was subjected to the Fmoc deprotection ... The reactants are O=C(O)CCCBr, CN(C)c1ccncc1, ClCCl, Oc1c(F)c(F)c(F)c(F)c1F. Yields the product O=C(CCCBr)Oc1c(F)c(F)c(F)c(F)c1F. Reaction SMILES: [Br:1][CH2:2][CH2:3][CH2:4][C:5](=[O:6])[OH:7].[CH3:20][N:21]([c:22]1[cH:23][cH:24][n:25][cH:26][cH:27]1)[CH3:28].[Cl:29][CH2:30][Cl:31].[F:8][c:9]1[c:10]([F:19])[c:11]([F:18])[c:12]([F:17])[c:13]([F:16])[c:14]1[OH:15]>>[Br:1][CH2:2][CH2:3][CH2:4][C:5]([O:6][c:14]1[c:9]([F:8])[c:10]([F:19])[c:11]([F:18])[c:12]([F:17])[c:13]1[F:16])=[O:7]. Starting materials: ClC=1C=C2C(=CN1)NC(=C2)C(=O)O (5-chloro-1H-pyrrolo[2,3-c]pyridine-2-carboxylic acid), Cl.N[C@@H](C(=O)N1CCC(CC1)O)CC1=CC=C(C=C1)F (2-(R)-amino-3-(4-fluorophenyl)-1-(4-hydroxypiperidin-1-yl) propan-1-one hydrochloride). The product is FC1=CC=C(C[C@H](C(=O)N2CCC(CC2)O)NC(=O)C2=CC=3C(=CN=C(C3)Cl)N2)C=C1 (5-Chloro-1H-pyrrolo[2,3-c]pyridine-2-carboxylic acid [1-(R)-(4-fluorobenzyl)-2-(4-hydroxypiperidin-1-yl)-2-oxoethyl]amide). RXN SMILES: [Cl:1][C:2]1[CH:3]=[C:4]2[CH:10]=[C:9]([C:11]([OH:13])=O)[NH:8][C:5]2=[CH:6][N:7]=1.Cl.[NH2:15][C@H:16]([CH2:26][C:27]1[CH:32]=[CH:31][C:30]([F:33])=[CH:29][CH:28]=1)[C:17]([N:19]1[CH2:24][CH2:23][CH:22]([OH:25])[CH2:21][CH2:20]1)=[O:18]>>[F:33][C:30]1[CH:31]=[CH:32][C:27]([CH2:26][C@@H:16]([NH:15][C:11]([C:9]2[NH:8][C:5]3=[CH:6][N:7]=[C:2]([Cl:1])[CH:3]=[C:4]3[CH:10]=2)=[O:13])[C:17]([N:19]2[CH2:20][CH2:21][CH:22]([OH:25])[CH2:23][CH2:24]2)=[O:18])=[CH:28][CH:29]=1 |f:1.2|. Reported procedure: The title compound was prepared according to EXAMPLE 1 from 5-chloro-1H-pyrrolo[2,3-c]pyridine-2-carboxylic acid (Preparation 18) and 2-(R)-amino-3-(4-fluorophenyl)-1-(4-hydroxypiperidin-1-yl) propan-1-one hydrochloride (Preparation 84). Purification by chromatography using dichloromethane/methanol (92:8) as the eluent gave the title compound as a pale yellow powder. m/z (ES+)=445.34 [M+H]+; RT=3.10 min. Starting materials: C#CCC(O[Si](C)(C)C(C)(C)C)C1(CCC)CCC1, C1=CCC([Zr+2]C2=CC=CC2)=C1, [Cl-], ClCCl, [H-], O=C1CCC(=O)N1I. The product is CCCC1(C(CC=CI)O[Si](C)(C)C(C)(C)C)CCC1. Reaction SMILES: [C:1]([CH3:2])([CH3:3])([CH3:4])[Si:5]([O:6][CH:7]([CH2:8][C:9]#[CH:10])[C:11]1([CH2:15][CH2:16][CH3:17])[CH2:12][CH2:13][CH2:14]1)([CH3:18])[CH3:19].[C:33]1([Zr+2:34][C:35]2=[CH:39][CH:38]=[CH:37][CH2:36]2)=[CH:43][CH:42]=[CH:41][CH2:40]1.[Cl-:32].[Cl:28][CH2:29][Cl:30].[H-:31].[I:20][N:21]1[C:22](=[O:23])[CH2:24][CH2:25][C:26]1=[O:27]>>[C:1]([CH3:2])([CH3:3])([CH3:4])[Si:5]([O:6][CH:7]([CH2:8][CH:9]=[CH:10][I:20])[C:11]1([CH2:15][CH2:16][CH3:17])[CH2:12][CH2:13][CH2:14]1)([CH3:18])[CH3:19].